The task is: describe an organic reaction: reactants, conditions, products, and yield. This data is from the Open Reaction Database (ORD), a public repository of structured organic reaction records. The reactants are NC1=NC=CN=C1 (2-aminopyrazine), N1=C(C=CC=C1)C#CC1=CC=C(S1)C=O (5-pyridin-2-ylethynyl-thiophene-2-carbaldehyde), C(C)(C)(C)[N+]#[C-] (tert.-butyl-isonitrile), CC(OCC)=O (EA). Reagents/catalysts: FC(S(=O)(=O)[O-])(F)F.[Sc+3].FC(S(=O)(=O)[O-])(F)F.FC(S(=O)(=O)[O-])(F)F (scandium(III) trifluoromethanesulfonate). Solvent: C(Cl)(Cl)Cl (chloroform), C(Cl)Cl (DCM). Conditions: temperature 80 celsius. Product: C(C)(C)(C)NC1=C(N=C2N1C=CC=C2)C=2SC(=CC2)C#CC2=NC=CC=C2 (N-tert-butyl-2-(5-(pyridin-2-ylethynyl)thiophen-2-yl)imidazo[1,2-a]pyridin-3-amine). The yield is 65.0%. As a reaction SMILES: [NH2:1][C:2]1[CH:7]=N[CH:5]=[CH:4][N:3]=1.[N:8]1[CH:13]=[CH:12][CH:11]=[CH:10][C:9]=1[C:14]#[C:15][C:16]1[S:20][C:19]([CH:21]=O)=[CH:18][CH:17]=1.[C:23]([N+:27]#[C-:28])([CH3:26])([CH3:25])[CH3:24].[CH3:29]C(=O)OCC>C(Cl)(Cl)Cl.C(Cl)Cl.FC(F)(F)S([O-])(=O)=O.[Sc+3].FC(F)(F)S([O-])(=O)=O.FC(F)(F)S([O-])(=O)=O>[C:23]([NH:27][C:28]1[N:3]2[CH:4]=[CH:5][CH:29]=[CH:7][C:2]2=[N:1][C:21]=1[C:19]1[S:20][C:16]([C:15]#[C:14][C:9]2[CH:10]=[CH:11][CH:12]=[CH:13][N:8]=2)=[CH:17][CH:18]=1)([CH3:26])([CH3:25])[CH3:24] |f:6.7.8.9|. Procedure details: 1.32 g (14.1 mmol) of 2-aminopyrazine were dissolved together with 3.00 g (14.1 mmol) of 5-pyridin-2-ylethynyl-thiophene-2-carbaldehyde, 1.59 ml (14.1 mmol) of tert.-butyl-isonitrile and 2.07 g (4.2 mmol) of scandium(III) trifluoromethanesulfonate in chloroform (40 ml). The reaction solution was heated to 80° C. for 60 min in the microwave (800 watt, MLS-Ethos1600) and then diluted with DCM. Washing was then performed with a 1M Na2CO3 solution and a sat. aq. NaCl solution. The mixture was then d... The reactants are OO (H2O2), [OH-].[Na+] (NaOH), CSC (DMS), ClC=1C=C(CC2C(CCC3=CC=C(C=C23)C=C)NC(OCC)=O)C=CC1 (ethyl 1-(3-chlorobenzyl)-7-vinyl-1,2,3,4-tetrahydronaphthalen-2-ylcarbamate). Solvent: C1CCOC1 (THF), O (water). Conditions: temperature 60 celsius, time 1 hour. Yields the product C(C)OC(NC1C(C2=CC(=CC=C2CC1)CCO)CC1=CC(=CC=C1)Cl)=O ([1-(3-Chloro-benzyl)-7-(2-hydroxy-ethyl)-1,2,3,4-tetrahydro-naphthalen-2-yl]-carbamic acid ethyl ester). Isolated yield 104.6%. Reaction SMILES: CSC.[Cl:4][C:5]1[CH:6]=[C:7]([CH:27]=[CH:28][CH:29]=1)[CH2:8][CH:9]1[C:18]2[C:13](=[CH:14][CH:15]=[C:16]([CH:19]=[CH2:20])[CH:17]=2)[CH2:12][CH2:11][CH:10]1[NH:21][C:22](=[O:26])[O:23][CH2:24][CH3:25].[OH:30]O.[OH-].[Na+]>C1COCC1.O>[CH2:24]([O:23][C:22](=[O:26])[NH:21][CH:10]1[CH2:11][CH2:12][C:13]2[C:18](=[CH:17][C:16]([CH2:19][CH2:20][OH:30])=[CH:15][CH:14]=2)[CH:9]1[CH2:8][C:7]1[CH:27]=[CH:28][CH:29]=[C:5]([Cl:4])[CH:6]=1)[CH3:25] |f:3.4|. Reported procedure: BH3.DMS (1 M in THF, 0.838 ml, 0.838 mmol) was added a solution of ethyl 1-(3-chlorobenzyl)-7-vinyl-1,2,3,4-tetrahydronaphthalen-2-ylcarbamate (1.55 g, 4.19 mmol) in 20 ml dry THF. The reaction was stirred at 60° C. for 1 h and cooled to room temperature. Some water was added to destroy the excess of borane complex and the resulting mixture refluxed for 1 h with 30% H2O2 (8.56 ml, 84 mmol) and 2N NaOH (9.74 ml, 19.49 mmol). The reaction mixture was extracted with CH2Cl2, washed with water and br... Starting materials: O (Water), C([O-])([O-])=O.[Cs+].[Cs+] (cesium carbonate), C1(CCCCC1)CBr (cyclohexylmethyl bromide), N1N=C(C=2C1=NC=CC2)C2=NC=C(C(=N2)N)C2=CC=NC=C2 (2-(1H-pyrazolo[3,4-b]pyridin-3-yl)-5-(pyridin-4-yl)pyrimidine-4-amine). The solvent is CN(C)C=O (DMF). Conditions: time 8 hour. The product is C1(CCCCC1)CN1N=C(C=2C1=NC=CC2)C2=NC=C(C(=N2)N)C2=CC=NC=C2 (2-[1-(Cyclohexylmethyl)-1H-pyrazolo[3,4-b]pyridin-3-yl]-5-(pyridin-4-yl)pyrimidine-4-amine). RXN SMILES: [NH:1]1[C:5]2=[N:6][CH:7]=[CH:8][CH:9]=[C:4]2[C:3]([C:10]2[N:15]=[C:14]([NH2:16])[C:13]([C:17]3[CH:22]=[CH:21][N:20]=[CH:19][CH:18]=3)=[CH:12][N:11]=2)=[N:2]1.C(=O)([O-])[O-].[Cs+].[Cs+].[CH:29]1([CH2:35]Br)[CH2:34][CH2:33][CH2:32][CH2:31][CH2:30]1.O>CN(C=O)C>[CH:29]1([CH2:35][N:1]2[C:5]3=[N:6][CH:7]=[CH:8][CH:9]=[C:4]3[C:3]([C:10]3[N:15]=[C:14]([NH2:16])[C:13]([C:17]4[CH:18]=[CH:19][N:20]=[CH:21][CH:22]=4)=[CH:12][N:11]=3)=[N:2]2)[CH2:34][CH2:33][CH2:32][CH2:31][CH2:30]1 |f:1.2.3|. Reported procedure: 200 mg (0.691 mmol) of 2-(1H-pyrazolo[3,4-b]pyridin-3-yl)-5-(pyridin-4-yl)pyrimidine-4-amine (preparation: see WO 03/097063, Example 35A) were dissolved in 5 ml of DMF, and 248 mg (0.760 mmol) of cesium carbonate and 136 mg (0.760 mmol) of cyclohexylmethyl bromide were added. The mixture was stirred at RT overnight. Water was added, and the mixture was extracted three times with dichloromethane. The combined organic phases were washed with saturated aqueous sodium chloride solution, dried over s... Reactants: P(=O)([O-])([O-])[O-].[K+].[K+].[K+] (Potassium phosphate), CC1(OB(OC1(C)C)C1=C(CNC(OC(C)(C)C)=O)C=CC=C1)C (tert-butyl 2-(4,4,5,5-tetramethyl-1,3,2-dioxaborolan-2-yl)benzylcarbamate), IC=1OC=C(N1)I (2,4-diiodooxazole), CC1(C2=C(C(=CC=C2)P(C3=CC=CC=C3)C4=CC=CC=C4)OC5=C(C=CC=C51)P(C6=CC=CC=C6)C7=CC=CC=C7)C (Xantphos). The reagents and catalysts are C(C)(=O)[O-].[Pd+2].C(C)(=O)[O-] (Palladium(II) acetate). Run at time 5 minute. The product is IC=1OC=C(N1)C1=C(CNC(OC(C)(C)C)=O)C=CC=C1 (tert-butyl 2-(2-iodooxazol-4-yl)benzylcarbamate). The yield is 36.8%. As a reaction SMILES: CC1(C)C2C(=C(P(C3C=CC=CC=3)C3C=CC=CC=3)C=CC=2)OC2C(P(C3C=CC=CC=3)C3C=CC=CC=3)=CC=CC1=2.CC1(C)C(C)(C)OB([C:51]2[CH:65]=[CH:64][CH:63]=[CH:62][C:52]=2[CH2:53][NH:54][C:55](=[O:61])[O:56][C:57]([CH3:60])([CH3:59])[CH3:58])O1.[I:67][C:68]1[O:69][CH:70]=[C:71](I)[N:72]=1.P([O-])([O-])([O-])=O.[K+].[K+].[K+]>C([O-])(=O)C.[Pd+2].C([O-])(=O)C>[I:67][C:68]1[O:69][CH:70]=[C:71]([C:51]2[CH:65]=[CH:64][CH:63]=[CH:62][C:52]=2[CH2:53][NH:54][C:55](=[O:61])[O:56][C:57]([CH3:58])([CH3:59])[CH3:60])[N:72]=1 |f:3.4.5.6,7.8.9|. Procedure details: Palladium(II) acetate (35.0 mg, 0.156 mmol) and Xantphos (90 mg, 0.156 mmol) was added to degassed THF (3 ml) and let stir for 5 minutes then transferred to a separate rxn vessel that contained tert-butyl 2-(4,4,5,5-tetramethyl-1,3,2-dioxaborolan-2-yl)benzylcarbamate (1142 mg, 3.43 mmol), 2,4-diiodooxazole (1000 mg, 3.12 mmol), Potassium phosphate (1985 mg, 9.35 mmol) and degassed Tetrahydrofuran (THF) (12 mL). The rxn vessel was capped and heated to 80° for 16 hours. Filtered and the residue wa...